Dataset: the Open Reaction Database (ORD), a public repository of structured organic reaction records. Task: describe an organic reaction: reactants, conditions, products, and yield The reactants are ClC1=C(C=CC=C1)NC(=O)C=1SC=2CCOC3=C(C2N1)C=CC(=C3)Br (8-bromo-4,5-dihydro-6-oxa-3-thia-1-aza-benzo[e]azulene-2-carboxylic acid (2-chloro-phenyl)-amide), COC=1C=CC(=CC1)P2(=S)SP(=S)(S2)C=3C=CC(=CC3)OC (Lawesson's reagent). Run in C1(=CC=CC=C1)C (toluene). Run at time 5 hour. Product: thioamide, ClC1=C(C=CC=C1)NC(=S)C=1SC=2CCOC3=C(C2N1)C=CC(=C3)Br (8-bromo-4,5-dihydro-6-oxa-3-thia-1-aza-benzo[e]azulene-2-carbothioic acid (2-chloro-phenyl)-amide). Yield: 74.2%. Reaction SMILES: [Cl:1][C:2]1[CH:7]=[CH:6][CH:5]=[CH:4][C:3]=1[NH:8][C:9]([C:11]1[S:12][C:13]2[CH2:14][CH2:15][O:16][C:17]3[CH:24]=[C:23]([Br:25])[CH:22]=[CH:21][C:18]=3[C:19]=2[N:20]=1)=O.COC1C=CC(P2(SP(C3C=CC(OC)=CC=3)(=S)S2)=[S:35])=CC=1>C1(C)C=CC=CC=1>[Cl:1][C:2]1[CH:7]=[CH:6][CH:5]=[CH:4][C:3]=1[NH:8][C:9]([C:11]1[S:12][C:13]2[CH2:14][CH2:15][O:16][C:17]3[CH:24]=[C:23]([Br:25])[CH:22]=[CH:21][C:18]=3[C:19]=2[N:20]=1)=[S:35]. Procedure details: A mixture of 8-bromo-4,5-dihydro-6-oxa-3-thia-1-aza-benzo[e]azulene-2-carboxylic acid (2-chloro-phenyl)-amide (260 mg), Lawesson's reagent (193 mg) and toluene (10 mL) was heated to reflux. After 5 hours, the reaction mixture was cooled and the precipitate was collected by filtration to yield the corresponding thioamide, 8-bromo-4,5-dihydro-6-oxa-3-thia-1-aza-benzo[e]azulene-2-carbothioic acid (2-chloro-phenyl)-amide (160 mg).